This data is from the Open Reaction Database (ORD), a public repository of structured organic reaction records. The task is: describe an organic reaction: reactants, conditions, products, and yield Reactants: ClC1=NC=NC(=C1[N+](=O)[O-])Cl (4,6-dichloro-5-nitropyrimidine), CN1CCC(CC1)NCC1=CC=CC=C1 (1-methyl-4-(benzylamino)piperidine), C(C)C=1NC=CN1 (2-ethylimidazole), [Sn](Cl)Cl (tin (II) chloride), C(=O)(N1C=NC=C1)N1C=NC=C1 (carbonyldiimidazole), Cl (HCl). The product is C(C)C1=NC=C2C(NC=3C(=NC=NC3N21)NC2CCN(CC2)C)=O (9-Ethyl-4-[(1-methylpiperidin-4-yl)amino]imidazo[5,1-h]pteridin-6(5H)-one). As a reaction SMILES: Cl[C:2]1[C:7]([N+:8]([O-])=O)=[C:6](Cl)[N:5]=[CH:4][N:3]=1.[CH3:12][N:13]1[CH2:18][CH2:17][CH:16]([NH:19]CC2C=CC=CC=2)[CH2:15][CH2:14]1.[CH2:27]([C:29]1[NH:30][CH:31]=[CH:32][N:33]=1)[CH3:28].[Sn](Cl)Cl.[C:37](N1C=CN=C1)(N1C=CN=C1)=[O:38].Cl>>[CH2:27]([C:29]1[N:33]2[C:32]([C:37](=[O:38])[NH:8][C:7]3[C:2]([NH:19][CH:16]4[CH2:15][CH2:14][N:13]([CH3:12])[CH2:18][CH2:17]4)=[N:3][CH:4]=[N:5][C:6]=32)=[CH:31][N:30]=1)[CH3:28]. Reported procedure: Prepared by treatment of 4,6-dichloro-5-nitropyrimidine with 1-methyl-4-(benzylamino)piperidine, followed by reaction with 2-ethylimidazole, reduction with tin (II) chloride, cyclization with carbonyldiimidazole and debenzylation with refluxing 6 N HCl for 30 minutes. Reactants: [BH4-], CCO, CS(=O)(=O)c1ccc(C(CC2CCCC2=O)C(=O)Nc2cnccn2)cc1Cl, [Na+], O. Yields the product CS(=O)(=O)c1ccc(C(CC2CCCC2O)C(=O)Nc2cnccn2)cc1Cl. RXN SMILES: [BH4-:29].[CH3:31][CH2:32][OH:33].[Cl:1][c:2]1[cH:3][c:4]([CH:12]([C:13](=[O:14])[NH:15][c:16]2[n:17][cH:18][cH:19][n:20][cH:21]2)[CH2:22][CH:23]2[C:24](=[O:28])[CH2:25][CH2:26][CH2:27]2)[cH:5][cH:6][c:7]1[S:8](=[O:9])(=[O:10])[CH3:11].[Na+:30].[OH2:34]>>[Cl:1][c:2]1[cH:3][c:4]([CH:12]([C:13](=[O:14])[NH:15][c:16]2[n:17][cH:18][cH:19][n:20][cH:21]2)[CH2:22][CH:23]2[CH:24]([OH:28])[CH2:25][CH2:26][CH2:27]2)[cH:5][cH:6][c:7]1[S:8](=[O:9])(=[O:10])[CH3:11]. The yield is 51.3%. Procedure: 360 mg of (R)-(-)-5-(3-isobutenyloxy-4-methoxyphenyl)-5-methyl-2-oxazolidinone is dissolved in 10 ml of ethyl acetate and mixed with 50 mg of palladium/10% carbon. It is hydrogenated until hydrogen absorption is completed. After filtration on diatomaceous earth and concentration by evaporation in a vacuum, an oily residue is obtained. The crude product is purified by chromatography on a silica gel column, with a hexane-acetone mixture as eluant. 186 mg of (R)-(-)-5-(3-isobutyloxy-4-methoxyphenyl... Yields the product C(C(C)C)OC=1C=C(C=CC1OC)[C@@]1(CNC(O1)=O)C ((R)-(-)-5-(3-isobutyloxy-4-methoxyphenyl)-5-methyl-2-oxazolidinone). The reactants are C(=C(C)C)OC=1C=C(C=CC1OC)[C@@]1(CNC(O1)=O)C ((R)-(-)-5-(3-isobutenyloxy-4-methoxyphenyl)-5-methyl-2-oxazolidinone). Reaction SMILES: [CH:1]([O:5][C:6]1[CH:7]=[C:8]([C@@:14]2([CH3:20])[O:18][C:17](=[O:19])[NH:16][CH2:15]2)[CH:9]=[CH:10][C:11]=1[O:12][CH3:13])=[C:2]([CH3:4])[CH3:3]>C(OCC)(=O)C.[Pd]>[CH2:1]([O:5][C:6]1[CH:7]=[C:8]([C@@:14]2([CH3:20])[O:18][C:17](=[O:19])[NH:16][CH2:15]2)[CH:9]=[CH:10][C:11]=1[O:12][CH3:13])[CH:2]([CH3:4])[CH3:3]. Reagents/catalysts: [Pd] (palladium). Run in C(C)(=O)OCC (ethyl acetate). Reaction SMILES: [NH2:1][C:2]1[CH:7]=[CH:6][C:5]([CH2:8][C:9]([OH:11])=[O:10])=[CH:4][CH:3]=1.[CH:12]1([C:16](Cl)=[O:17])[CH2:15][CH2:14][CH2:13]1>>[CH:12]1([C:16]([NH:1][C:2]2[CH:3]=[CH:4][C:5]([CH2:8][C:9]([OH:11])=[O:10])=[CH:6][CH:7]=2)=[O:17])[CH2:15][CH2:14][CH2:13]1. The reactants are NC1=CC=C(C=C1)CC(=O)O ((p-aminophenyl)-acetic acid), C1(CCC1)C(=O)Cl (cyclobutanecarboxylic acid chloride). Reported procedure: (4-Cyclobutanecarbonylaminophenyl)-acetic acid was prepared as described in Example 3 from 7.0 g (0.0464 mol) of (p-aminophenyl)-acetic acid and 6.6 g (0.0557 mol) of cyclobutanecarboxylic acid chloride. The product is C1(CCC1)C(=O)NC1=CC=C(C=C1)CC(=O)O ((4-Cyclobutanecarbonylaminophenyl)-acetic acid).